This data is from the Open Reaction Database (ORD), a public repository of structured organic reaction records. The task is: describe an organic reaction: reactants, conditions, products, and yield The reactants are ICC1=CC(=NO1)C(=O)OC (methyl 5-(iodomethyl)-3-isoxazolecarboxylate), [Na] (sodium), C[O-].[Na+] (sodium methoxide). Run in CO (methanol), C1CCOC1 (THF), C1CCOC1 (THF), CO (methanol), CO (methanol). Conditions: time 4 hour. Product: COCC1=CC(=NO1)C(=O)OC (Methyl 5-(methoxymethyl)-3-isoxazolecarboxylate). Reaction SMILES: I[CH2:2][C:3]1[O:7][N:6]=[C:5]([C:8]([O:10][CH3:11])=[O:9])[CH:4]=1.[CH3:12][O-:13].[Na+].[Na]>CO.C1COCC1>[CH3:12][O:13][CH2:2][C:3]1[O:7][N:6]=[C:5]([C:8]([O:10][CH3:11])=[O:9])[CH:4]=1 |f:1.2,^1:14|. Procedure details: A solution of 1.34 g (5 mmole) of methyl 5-(iodomethyl)-3-isoxazolecarboxylate in 20 ml of methanol and 5 ml of THF is added to a solution of methanol and 5 ml of THF is added to a solution of sodium methoxide prepared from 0.15 g (6.5 mmole) sodium and 10 ml of methanol. The reaction mixture is stirred at room temperature for four hours, heated to reflux for 30 minutes, and then worked up as usual giving 0.65 g of product. The crude ester is recrystallized from ether-cyclohexane mixture to give... Reactants: C1CCC(=O)C(=O)C1 (1,2-Cyclohexadione), Cl.C1(=CC=CC=C1)N(N)C1=CC=CC=C1 (1,1-Diphenylhydrazine hydrochloride). Run in C(C)(=O)O (acetic acid). Conditions: time 8 hour. The product is C1(=CC=CC=C1)N1C2=CC=CC=C2C2=CC=C3C(=C12)N(C=1C=CC=CC13)C1=CC=CC=C1 (11,12-diphenyl-11H,12H-indolo[2,3-a]carbazole). Isolated yield 57.2%. As a reaction SMILES: [CH2:1]1[CH2:8][C:6](=O)[C:4](=O)[CH2:3][CH2:2]1.Cl.[C:10]1([N:16]([C:18]2[CH:23]=[CH:22][CH:21]=[CH:20][CH:19]=2)N)[CH:15]=[CH:14][CH:13]=[CH:12][CH:11]=1>C(O)(=O)C>[C:6]1([N:16]2[C:18]3[C:23](=[CH:22][CH:21]=[C:20]4[C:11]5[CH:12]=[CH:13][CH:14]=[CH:15][C:10]=5[N:16]([C:18]5[CH:23]=[CH:22][CH:21]=[CH:20][CH:19]=5)[C:19]4=3)[C:15]3[C:10]2=[CH:11][CH:12]=[CH:13][CH:14]=3)[CH:4]=[CH:3][CH:2]=[CH:1][CH:8]=1 |f:1.2|. Procedure details: 1,2-Cyclohexadione (98%; 5.0 g, 1 eq.) is dissolved in acetic acid (100%; 30 ml). 1,1-Diphenylhydrazine hydrochloride (98%; 19.68 g, 2 eq.) is slowly added thereto. The suspension is stirred at room temperature overnight. Subsequently, the reaction is stirred at reflux for 54 h. After cooling to room temperature, the suspension is filtered with suction and washed with a little acetic acid. The residue is suspended in hot distilled water, filtered off with suction and washed to neutrality. The so...